From a dataset of the Open Reaction Database (ORD), a public repository of structured organic reaction records. describe an organic reaction: reactants, conditions, products, and yield The reactants are [Si](C)(C)(C(C)(C)C)OCCC=1C=C(C=CC1)C(C)=O (1-[3-(2-{[tert-butyl(dimethyl)silyl]oxy}ethyl)phenyl]ethanone), BrBr (bromine), C(=O)(O)[O-].[Na+] (NaHCO3). Run in O1CCCC1 (tetrahydrofuran). Reaction conditions: temperature 25 celsius, time 1 hour. The product is BrCC(=O)C1=CC(=CC=C1)CCO (2-bromo-1-[3-(2-hydroxyethyl)phenyl]ethanone). RXN SMILES: [Si]([O:8][CH2:9][CH2:10][C:11]1[CH:12]=[C:13]([C:17](=[O:19])[CH3:18])[CH:14]=[CH:15][CH:16]=1)(C(C)(C)C)(C)C.[Br:20]Br.C([O-])(O)=O.[Na+]>O1CCCC1>[Br:20][CH2:18][C:17]([C:13]1[CH:14]=[CH:15][CH:16]=[C:11]([CH2:10][CH2:9][OH:8])[CH:12]=1)=[O:19] |f:2.3|. Procedure details: To a solution of 1-[3-(2-{[tert-butyl(dimethyl)silyl]oxy}ethyl)phenyl]ethanone (755 mg) in tetrahydrofuran (4 ml) was added bromine (168 ml) drop wise at 0° C. The mixture was stirred at 25° C. for 1 h. To the reaction mixture was added aq. saturated NaHCO3, and the mixture was extracted with ethyl acetate. The organic layer was washed with brine, dried over magnesium sulfate and concentrated under reduced pressure to give crude of 2-bromo-1-[3-(2-hydroxyethyl)phenyl]ethanone as colorless oil. T...